From a dataset of the Open Reaction Database (ORD), a public repository of structured organic reaction records. describe an organic reaction: reactants, conditions, products, and yield Reactants: [BH4-], CNC, CNC, CC(=O)O, Cl, Cl, [Na+], CNC(=C[N+](=O)[O-])NCCSCc1ccc(C2OCCO2)o1, O. The product is CNC(=C[N+](=O)[O-])NCCSCc1ccc(CN(C)C)o1. Reaction SMILES: [BH4-:31].[CH3:24][NH:25][CH3:26].[CH3:28][NH:29][CH3:30].[CH3:34][C:35](=[O:36])[OH:37].[ClH:23].[ClH:27].[Na+:32].[O:1]1[CH:2]([c:6]2[cH:7][cH:8][c:9]([CH2:11][S:12][CH2:13][CH2:14][NH:15][C:16](=[CH:17][N+:18](=[O:19])[O-:20])[NH:21][CH3:22])[o:10]2)[O:5][CH2:4][CH2:3]1.[OH2:33]>>[CH2:2]([c:6]1[cH:7][cH:8][c:9]([CH2:11][S:12][CH2:13][CH2:14][NH:15][C:16](=[CH:17][N+:18](=[O:19])[O-:20])[NH:21][CH3:22])[o:10]1)[N:25]([CH3:24])[CH3:26]. Starting materials: [Ag+], NC(=O)C=C1c2cc(F)ccc2CC1Br, CO, O=[N+]([O-])[O-]. Yields the product COC1Cc2ccc(F)cc2C1=CC(N)=O. RXN SMILES: [Ag+:22].[Br:1][CH:2]1[C:3](=[CH:12][C:13](=[O:14])[NH2:15])[c:4]2[cH:5][c:6]([F:11])[cH:7][cH:8][c:9]2[CH2:10]1.[CH3:16][OH:17].[N+:18]([O-:19])([O-:20])=[O:21]>>[CH:2]1([O:17][CH3:16])[C:3](=[CH:12][C:13](=[O:14])[NH2:15])[c:4]2[cH:5][c:6]([F:11])[cH:7][cH:8][c:9]2[CH2:10]1.